The task is: describe an organic reaction: reactants, conditions, products, and yield. This data is from the Open Reaction Database (ORD), a public repository of structured organic reaction records. Starting materials: BrN1C(CCC1=O)=O (N-bromosuccinimide), azo-isobutyronitrile, N(=[N+]=[N-])C1=CC=C(C=C1)C (p-azidotoluene). The solvent is C1=CC=CC=C1 (benzene). Product: N(=[N+]=[N-])C1=CC=C(CBr)C=C1 (p-azidobenzyl bromide). Reaction SMILES: [N:1]([C:4]1[CH:9]=[CH:8][C:7]([CH3:10])=[CH:6][CH:5]=1)=[N+:2]=[N-:3].[Br:11]N1C(=O)CCC1=O>C1C=CC=CC=1>[N:1]([C:4]1[CH:9]=[CH:8][C:7]([CH2:10][Br:11])=[CH:6][CH:5]=1)=[N+:2]=[N-:3]. Reported procedure: To p-azidotoluene (2.2 mM) prepared as above was added N-bromosuccinimide (2.48 mM), and azo-isobutyronitrile (0.214 mM) in anhydrous benzene (5 ml). This was left to reflux for 5 hours, with the reaction being monitored by TLC. The organics were extracted into diethyl ether (3×15 ml), and water, dried over magnesium sulphate, and the excess solvent removed under vacuum. The p-azidobenzyl bromide formed was isolated using chromatographic techniques. Starting materials: COCC(C)N (2-methoxy-1-methylethylamine), ClC1=NC=C(C=C1)[N+](=O)[O-] (2-chloro-5-nitro-pyridine). Product: COCC(C)N1C(C=CC(=C1)[N+](=O)[O-])N (N-(2-methoxy-1-methylethyl)-2-amino-5-nitro-pyridine). Reaction SMILES: [CH3:1][O:2][CH2:3][CH:4]([NH2:6])[CH3:5].Cl[C:8]1[CH:13]=[CH:12][C:11]([N+:14]([O-:16])=[O:15])=[CH:10][N:9]=1>>[CH3:1][O:2][CH2:3][CH:4]([N:6]1[CH:10]=[C:11]([N+:14]([O-:16])=[O:15])[CH:12]=[CH:13][CH:8]1[NH2:9])[CH3:5]. Procedure: This compound was prepared with the same method described before by using 2-methoxy-1-methylethylamine and 2-chloro-5-nitro-pyridine to give N-(2-methoxy-1-methylethyl)-2-amino-5-nitro-pyridine. LCMS calcd for C9H13N3O3 m/e 211.22, obsd 210.2 (AP, M−H). The nitro compound was hydrogenated under the same condition described before to give N2-(2-methoxy-1-methylethyl)-2,5-diaminopyridine. Starting materials: C(#N)C1=CC=C(C=C1)C(CCOS(=O)(=O)C)N1C=NC=C1 (methanesulfonic acid 3-(4-cyano-phenyl)-3-imidazol-1-yl-propyl ester), [N-]=[N+]=[N-].[Na+] (sodium azide). Solvent: CN(C)C=O (DMF). Conditions: time 4 hour. The product is N(=[N+]=[N-])CCC(N1C=NC=C1)C1=CC=C(C#N)C=C1 (4-(3-Azido-1-imidazol-1-yl-propyl)-benzonitrile). RXN SMILES: [C:1]([C:3]1[CH:8]=[CH:7][C:6]([CH:9]([N:17]2[CH:21]=[CH:20][N:19]=[CH:18]2)[CH2:10][CH2:11]OS(C)(=O)=O)=[CH:5][CH:4]=1)#[N:2].[N-:22]=[N+:23]=[N-:24].[Na+]>CN(C=O)C>[N:22]([CH2:11][CH2:10][CH:9]([C:6]1[CH:7]=[CH:8][C:3]([C:1]#[N:2])=[CH:4][CH:5]=1)[N:17]1[CH:21]=[CH:20][N:19]=[CH:18]1)=[N+:23]=[N-:24] |f:1.2|. Procedure details: The methanesulfonic acid 3-(4-cyano-phenyl)-3-imidazol-1-yl-propyl ester (600 mg, 2 mmol) was suspended in degassed DMF under argon and sodium azide (650 mg, 10 mmol) was added and the reaction was stirred for 4 hours. The solvent was removed in vacuo and the residue was suspended in ethyl acetate (200 mL) and extracted 2 times with saturated aqueous sodium bicarbonate (100 mL), then water (100 mL), then saturated sodium chloride solution (100 mL). The organic solvent was removed in vacuo and th... The reactants are C(C)(C)(C)OC(=O)NC(CC(=O)OC)C1=CC=C(C=C1)OS(=O)(=O)C=1C(=CC=CC1)C (methyl N-(t-butyloxycarbonyl)-3-amino-3-(4-toluenesulfonyloxyphenyl)propionate), C([O-])([O-])=O.[Cs+].[Cs+] (cesium carbonate), C1(CCCCC1)P(C1CCCCC1)C1CCCCC1 (tricyclohexylphosphine), COC1=C(C(=CC=C1)OC)B(O)O (2,6-dimethoxyphenylboronic acid). Reagents/catalysts: C1/C=C\CC/C=C\C1.C1/C=C\CC/C=C\C1.[Ni] (bis(1,5-cyclooctadiene)nickel). Run in O1CCOCC1 (dioxane). Reaction conditions: temperature 50 celsius, time 2 hour. Yields the product C(C)(C)(C)OC(=O)NC(CC(=O)OC)C1=CC=C(C=C1)C1=C(C=CC=C1OC)OC (methyl N-(t-butyloxycarbonyl)-3-amino-3-[4-(2,6-dimethoxyphenyl)phenyl]propionate). The yield is 81.8%. As a reaction SMILES: [C:1]([O:5][C:6]([NH:8][CH:9]([C:15]1[CH:20]=[CH:19][C:18](OS(C2C(C)=CC=CC=2)(=O)=O)=[CH:17][CH:16]=1)[CH2:10][C:11]([O:13][CH3:14])=[O:12])=[O:7])([CH3:4])([CH3:3])[CH3:2].C(=O)([O-])[O-].[Cs+].[Cs+].C1(P(C2CCCCC2)C2CCCCC2)CCCCC1.[CH3:57][O:58][C:59]1[CH:64]=[CH:63][CH:62]=[C:61]([O:65][CH3:66])[C:60]=1B(O)O>O1CCOCC1.C1CC=CCCC=C1.C1CC=CCCC=C1.[Ni]>[C:1]([O:5][C:6]([NH:8][CH:9]([C:15]1[CH:16]=[CH:17][C:18]([C:60]2[C:59]([O:58][CH3:57])=[CH:64][CH:63]=[CH:62][C:61]=2[O:65][CH3:66])=[CH:19][CH:20]=1)[CH2:10][C:11]([O:13][CH3:14])=[O:12])=[O:7])([CH3:2])([CH3:3])[CH3:4] |f:1.2.3,7.8.9|. Procedure details: Under a nitrogen atmosphere, methyl N-(t-butyloxycarbonyl)-3-amino-3-(4-toluenesulfonyloxyphenyl)propionate (0.45 g, 1.0 mmol), cesium carbonate (0.65 g, 2.0 mmol), tricyclohexylphosphine (0.059 g, 0.2 mmol), bis(1,5-cyclooctadiene)nickel (0.028 g, 0.1 mmol) and 2,6-dimethoxyphenylboronic acid (0.36 g, 2.0 mmol) were mixed in dioxane (1 ml). The reaction mixture was heated to 50° C. and then stirred at the same temperature for 2 hrs. After the reaction was completed, the mixture was left to cool... Starting materials: Cl, [Li+], C1CCOC1, [OH-], COC(=O)c1cccc(CC(C)NCC(O)c2ccc(O)c(CO)c2)c1. Product: CC(Cc1cccc(C(=O)O)c1)NCC(O)c1ccc(O)c(CO)c1. As a reaction SMILES: [ClH:29].[Li+:27].[O:30]1[CH2:31][CH2:32][CH2:33][CH2:34]1.[OH-:28].[OH:1][CH:2]([CH2:3][NH:4][CH:5]([CH2:6][c:7]1[cH:8][c:9]([C:10](=[O:11])[O:12][CH3:13])[cH:14][cH:15][cH:16]1)[CH3:17])[c:18]1[cH:19][c:20]([CH2:25][OH:26])[c:21]([OH:24])[cH:22][cH:23]1>>[OH:1][CH:2]([CH2:3][NH:4][CH:5]([CH2:6][c:7]1[cH:8][c:9]([C:10](=[O:11])[OH:12])[cH:14][cH:15][cH:16]1)[CH3:17])[c:18]1[cH:19][c:20]([CH2:25][OH:26])[c:21]([OH:24])[cH:22][cH:23]1. The reactants are ClC=1C(=C(C=C2C(C(=CN(C12)C1=C(C=C(C(=C1)OC)F)F)C(=O)O)=O)F)F (8-Chloro-6,7-difluoro-1-(2,4-difluoro-5-methoxyphenyl)-4-oxo-1,4-dihydroquinoline-3-carboxylic acid), CN (methylamine). Run in N1=CC=CC=C1 (pyridine). Conditions: time 66 hour. The product is ClC=1C(=C(C=C2C(C(=CN(C12)C1=C(C=C(C(=C1)OC)F)F)C(=O)O)=O)F)NC (8-Chloro-1-(2,4-difluoro-5-methoxyphenyl)-6-fluoro-7-methylamino-4-oxo-1,4-dihydroquinoline-3-carboxylic Acid). Yield: 95.2%. As a reaction SMILES: [Cl:1][C:2]1[C:3](F)=[C:4]([F:26])[CH:5]=[C:6]2[C:11]=1[N:10]([C:12]1[CH:17]=[C:16]([O:18][CH3:19])[C:15]([F:20])=[CH:14][C:13]=1[F:21])[CH:9]=[C:8]([C:22]([OH:24])=[O:23])[C:7]2=[O:25].[CH3:28][NH2:29]>N1C=CC=CC=1>[Cl:1][C:2]1[C:3]([NH:29][CH3:28])=[C:4]([F:26])[CH:5]=[C:6]2[C:11]=1[N:10]([C:12]1[CH:17]=[C:16]([O:18][CH3:19])[C:15]([F:20])=[CH:14][C:13]=1[F:21])[CH:9]=[C:8]([C:22]([OH:24])=[O:23])[C:7]2=[O:25]. Procedure: 8-Chloro-6,7-difluoro-1-(2,4-difluoro-5-methoxyphenyl)-4-oxo-1,4-dihydroquinoline-3-carboxylic acid (90 mg) and an aqueous solution (about 40%; 200 mg) of methylamine were added to pyridine (520 mg), and the mixture was stirred at room temperature for 66 hours. The reaction mixture was concentrated under reduced pressure, and ethanol (1 ml) was added to the residue. Deposits were collected by filtration and washed with ethanol and diisopropyl ether in that order to obtain the title compound (88 ...